Dataset: the Open Reaction Database (ORD), a public repository of structured organic reaction records. Task: describe an organic reaction: reactants, conditions, products, and yield The reactants are ClCCl, Cl[Cu], CC(c1ccc(Cl)cc1)N1Cc2cc(OC(F)F)cc(I)c2C1=O, CN(C)C=O. Yields the product CC(c1ccc(Cl)cc1)N1Cc2cc(OC(F)F)cc(Cl)c2C1=O. As a reaction SMILES: [Cl:25][CH2:26][Cl:27].[Cu:33][Cl:34].[I:1][c:2]1[cH:3][c:4]([O:21][CH:22]([F:23])[F:24])[cH:5][c:6]2[c:10]1[C:9](=[O:11])[N:8]([CH:12]([CH3:13])[c:14]1[cH:15][cH:16][c:17]([Cl:20])[cH:18][cH:19]1)[CH2:7]2.[O:28]=[CH:29][N:30]([CH3:31])[CH3:32]>>[c:2]1([Cl:25])[cH:3][c:4]([O:21][CH:22]([F:23])[F:24])[cH:5][c:6]2[c:10]1[C:9](=[O:11])[N:8]([CH:12]([CH3:13])[c:14]1[cH:15][cH:16][c:17]([Cl:20])[cH:18][cH:19]1)[CH2:7]2.